This data is from the Open Reaction Database (ORD), a public repository of structured organic reaction records. The task is: describe an organic reaction: reactants, conditions, products, and yield The reactants are C(CCC)OC(=O)C=1N=CC2=CC=C(C=C2C1O)OCCCC (6-butoxy-4-hydroxy-isoquinoline-3-carboxylic acid butyl ester), P(=O)(Br)(Br)Br (phosphorous oxybromide). Product: C(CCC)OC(=O)C=1N=C(C2=CC=C(C=C2C1O)OCCCC)Br (1-Bromo-6-butoxy-4-hydroxy-isoquinoline-3-carboxylic acid butyl ester). As a reaction SMILES: [CH2:1]([O:5][C:6]([C:8]1[N:9]=[CH:10][C:11]2[C:16]([C:17]=1[OH:18])=[CH:15][C:14]([O:19][CH2:20][CH2:21][CH2:22][CH3:23])=[CH:13][CH:12]=2)=[O:7])[CH2:2][CH2:3][CH3:4].P(Br)(Br)([Br:26])=O>>[CH2:1]([O:5][C:6]([C:8]1[N:9]=[C:10]([Br:26])[C:11]2[C:16]([C:17]=1[OH:18])=[CH:15][C:14]([O:19][CH2:20][CH2:21][CH2:22][CH3:23])=[CH:13][CH:12]=2)=[O:7])[CH2:2][CH2:3][CH3:4]. Reported procedure: 0.175 g of 6-butoxy-4-hydroxy-isoquinoline-3-carboxylic acid butyl ester, 1were allowed to react with phosphorous oxybromide analogously to Example D-46 b) to give 0.073 g of a white solid: Proton NMR (200 MHz, chloroform-d): δ 11.84 (s, 1H), 8.13 (d, 1H), 7.60 (m, 1H), 7.42-7.35 (m, 1H), 4.48 (t, J=7 Hz, 2H), 4.15 (t, J=7 Hz, 2H), 1.95-1.75 (m, 4H), 1.65-1.40 (m, 4H), 1.05-0.95 (m, 6H). Reactants: C(C1=CC=CC=C1)OC([C@@H](CC1CCC1)N1C[C@H]([C@H](C1)C1=CC(=CC=C1)F)CN1CCC(CC1)CCC(C1=CC=C(C=C1)F)(F)F)=O (2-(R)-(3-(R)-((4-(3,3-difluoro-3-(4-fluorophenyl)propyl)piperidin-1-yl)methyl)-4-(S)-(3-fluorophenyl)pyrrolidin-1-yl)-3-(cyclobutyl)propanoic acid benzyl ester), C(C1=CC=CC=C1)OC([C@@H](CC1CCC1)N1C[C@@H]([C@H](C1)C1=CC(=CC=C1)F)CN1CCC(CC1)CCC(C1=CC=C(C=C1)F)(F)F)=O (2-(R)-(3-(S)-((4-(3,3-difluoro-3-(4-fluorophenyl)propyl)piperidin-1-yl)methyl)-4-(S)-(3-fluorophenyl)pyrrolidin-1-yl)-3-(cyclobutyl)propanoic acid benzyl ester). Yields the product FC(CCC1CCN(CC1)C[C@@H]1CN(C[C@@H]1C1=CC(=CC=C1)F)[C@@H](C(=O)O)CC1CCC1)(C1=CC=C(C=C1)F)F (2-(R)-(3-(R)-((4-(3,3-difluoro-3-(4-fluorophenyl)propyl)piperidin-1-yl)methyl)-4-(S)-(3-fluorophenyl)pyrrolidin-1-yl)-3-(cyclobutyl)propanoic acid). RXN SMILES: C([O:8][C:9](=[O:47])[C@H:10]([N:16]1[CH2:20][C@H:19]([C:21]2[CH:26]=[CH:25][CH:24]=[C:23]([F:27])[CH:22]=2)[C@H:18]([CH2:28][N:29]2[CH2:34][CH2:33][CH:32]([CH2:35][CH2:36][C:37]([F:46])([F:45])[C:38]3[CH:43]=[CH:42][C:41]([F:44])=[CH:40][CH:39]=3)[CH2:31][CH2:30]2)[CH2:17]1)[CH2:11][CH:12]1[CH2:15][CH2:14][CH2:13]1)C1C=CC=CC=1.C(OC(=O)[C@H](N1C[C@H](C2C=CC=C(F)C=2)[C@@H](CN2CCC(CCC(F)(F)C3C=CC(F)=CC=3)CC2)C1)CC1CCC1)C1C=CC=CC=1>>[F:46][C:37]([F:45])([C:38]1[CH:39]=[CH:40][C:41]([F:44])=[CH:42][CH:43]=1)[CH2:36][CH2:35][CH:32]1[CH2:33][CH2:34][N:29]([CH2:28][C@H:18]2[C@@H:19]([C:21]3[CH:26]=[CH:25][CH:24]=[C:23]([F:27])[CH:22]=3)[CH2:20][N:16]([C@H:10]([CH2:11][CH:12]3[CH2:15][CH2:14][CH2:13]3)[C:9]([OH:47])=[O:8])[CH2:17]2)[CH2:30][CH2:31]1. Reported procedure: The title compound was prepared using procedures analogous to those described in EXAMPLE 155, Step J, substituting 2-(R)-(3-(R)-((4-(3,3-difluoro-3-(4-fluorophenyl)propyl)piperidin-1-yl methyl)-4-(S)-(3-fluorophenyl)pyrrolidin-1-yl)-3-(cyclobutyl)propanoic acid benzyl ester (from EXAMPLE 198, Step A) for 2-(R)-(3-(S)-((4-(3,3-difluoro-3-(4-fluorophenyl)propyl)piperidin-1-yl)methyl)-4-(S)-(3-fluorophenyl)pyrrolidin-1-yl)-3-(cyclobutyl)propanoic acid benzyl ester. For the title compound: 1H NMR (5... Product: CCNCc1cc(C(F)(F)F)ccc1-c1cncc(CC(=O)OC)c1. Reactants: C1COCCO1, CCN(Cc1cc(C(F)(F)F)ccc1-c1cncc(CC(=O)OC)c1)C(=O)OC(C)(C)C, ClCCl, Cl. As a reaction SMILES: [CH2:37]1[O:38][CH2:39][CH2:40][O:41][CH2:42]1.[CH3:1][O:2][C:3]([CH2:4][c:5]1[cH:6][n:7][cH:8][c:9](-[c:11]2[c:12]([CH2:21][N:22]([CH2:23][CH3:24])[C:25]([O:26][C:27]([CH3:28])([CH3:29])[CH3:30])=[O:31])[cH:13][c:14]([C:17]([F:18])([F:19])[F:20])[cH:15][cH:16]2)[cH:10]1)=[O:32].[Cl:34][CH2:35][Cl:36].[ClH:33]>>[CH3:1][O:2][C:3]([CH2:4][c:5]1[cH:6][n:7][cH:8][c:9](-[c:11]2[c:12]([CH2:21][NH:22][CH2:23][CH3:24])[cH:13][c:14]([C:17]([F:18])([F:19])[F:20])[cH:15][cH:16]2)[cH:10]1)=[O:32]. Starting materials: COC(C(C)(C)C1=CC=C(C=C1)N(C1CC(N(C2=CC=CC=C12)C(C1=CC=C(C=C1)OC)=O)C)C(C)=O)=O (2-(4-{acetyl-[1-(4-methoxy-benzoyl)-2-methyl-1,2,3,4-tetrahydro-quinolin-4-yl]amino}-phenyl)-2-methyl-propionic acid methyl ester), COC(COC1=CC=C(C=C1)Br)=O (methyl-2-(4-bromophenoxy)-acetate), C(C)(=O)N(C1=CC=C(OCC(=O)O)C=C1)[C@@H]1C[C@@H](N(C2=CC=CC=C12)C(C1=CC=C(C=C1)OC)=O)C ((2S,4R)-(4-{acetyl-[1-(4-methoxybenzoyl)-2-methyl-1,2,3,4-tetrahydro-quinolin-4-yl]-amino}-phenoxy)-acetic acid). Yields the product C(C)(=O)N(C1=CC=C(C=C1)C(C(=O)O)(C)C)[C@@H]1C[C@@H](N(C2=CC=CC=C12)C(C1=CC=C(C=C1)OC)=O)C ((2S,4R)-2-(4-{Acetyl-[1-(4-methoxy-benzoyl)-2-methyl-1,2,3,4-tetrahydro-quinolin-4-yl]-amino}-phenyl)-2-methyl-propionic acid), methyl ester. Reaction SMILES: C[O:2][C:3](=[O:38])[C:4]([C:7]1[CH:12]=[CH:11][C:10]([N:13]([C:35](=[O:37])[CH3:36])[CH:14]2[C:23]3[C:18](=[CH:19][CH:20]=[CH:21][CH:22]=3)[N:17]([C:24](=[O:33])[C:25]3[CH:30]=[CH:29][C:28]([O:31][CH3:32])=[CH:27][CH:26]=3)[CH:16]([CH3:34])[CH2:15]2)=[CH:9][CH:8]=1)([CH3:6])[CH3:5].C(N([C@H]1C2C(=CC=CC=2)N(C(=O)C2C=CC(OC)=CC=2)[C@@H](C)C1)C1C=CC(OCC(O)=O)=CC=1)(=O)C.COC(=O)COC1C=CC(Br)=CC=1>>[C:35]([N:13]([C@H:14]1[C:23]2[C:18](=[CH:19][CH:20]=[CH:21][CH:22]=2)[N:17]([C:24](=[O:33])[C:25]2[CH:30]=[CH:29][C:28]([O:31][CH3:32])=[CH:27][CH:26]=2)[C@@H:16]([CH3:34])[CH2:15]1)[C:10]1[CH:11]=[CH:12][C:7]([C:4]([CH3:6])([CH3:5])[C:3]([OH:38])=[O:2])=[CH:8][CH:9]=1)(=[O:37])[CH3:36]. Procedure: (2S,4R)-2-(4-{Acetyl-[1-(4-methoxy-benzoyl)-2-methyl-1,2,3,4-tetrahydro-quinolin-4-yl]-amino}-phenyl)-2-methyl-propionic acid was prepared via saponification of 2-(4-{acetyl-[1-(4-methoxy-benzoyl)-2-methyl-1,2,3,4-tetrahydro-quinolin-4-yl]amino}-phenyl)-2-methyl-propionic acid methyl ester, as described in the synthesis of (2S,4R)-(4-{acetyl-[1-(4-methoxybenzoyl)-2-methyl-1,2,3,4-tetrahydro-quinolin-4-yl]-amino}-phenoxy)-acetic acid. The methyl ester was prepared following general procedure D, s... Reactants: CO, [H][H], Cc1cccc(NC(=O)c2cccc([N+](=O)[O-])c2)c1C, C1CCOC1. Product: Cc1cccc(NC(=O)c2cccc(N)c2)c1C. Reaction SMILES: [CH3:23][OH:24].[H:21][H:22].[N+:1]([O-:2])(=[O:3])[c:4]1[cH:5][c:6]([C:7](=[O:8])[NH:9][c:10]2[c:11]([CH3:17])[c:12]([CH3:16])[cH:13][cH:14][cH:15]2)[cH:18][cH:19][cH:20]1.[O:25]1[CH2:26][CH2:27][CH2:28][CH2:29]1>>[NH2:1][c:4]1[cH:5][c:6]([C:7](=[O:8])[NH:9][c:10]2[c:11]([CH3:17])[c:12]([CH3:16])[cH:13][cH:14][cH:15]2)[cH:18][cH:19][cH:20]1. Yields the product C(C)OC(CNC(C1=CC=C(C=C1)N1CCC(CC1)NC[C@@H](C1=CC(=C(C=C1)O)NS(=O)(=O)C)O)=O)=O (Ethyl[(4-{4-[((2R)-2-hydroxy-2-{4-hydroxy-3-[(methylsulfonyl)amino]phenyl}ethyl)amino]-1-piperidineyl}benzoyl)amino]acetate). Procedure: The title compound was prepared from ethyl {[4-(4-oxo-1-piperidineyl)benzoyl]amino}acetate (which was obtained in Example 161) and N-[5-((1R)-2-amino-1-hydroxy-ethyl)-2-hydroxy-phenyl]-methanesulfonamide (which was obtained in Example 10) according to the procedure of Example 180 as a white solid; mp >140° C. (decomposed); 1H NMR (300 MHz, DMSO-d6) δ 1.20 (t, J=7.1 Hz, 3H), 1.20-1.35 (m, 2H), 1.75-1.90 (m, 2H), 2.50-2.90 (m, 5 H), 2.90 (s, 3H), 3.70-3.85 (m, 2H), 3.93 (d, J=5.8 Hz, 2H), 4.10 (q,... Reactants: O=C1CCN(CC1)C1=CC=C(C(=O)NCC(=O)OCC)C=C1 (Ethyl {[4-(4-oxo-1-piperidineyl)benzoyl]amino}acetate), NC[C@H](O)C=1C=CC(=C(C1)NS(=O)(=O)C)O (N-[5-((1R)-2-amino-1-hydroxy-ethyl)-2-hydroxy-phenyl]-methanesulfonamide). Reaction SMILES: O=[C:2]1[CH2:7][CH2:6][N:5]([C:8]2[CH:22]=[CH:21][C:11]([C:12]([NH:14][CH2:15][C:16]([O:18][CH2:19][CH3:20])=[O:17])=[O:13])=[CH:10][CH:9]=2)[CH2:4][CH2:3]1.[NH2:23][CH2:24][C@@H:25]([C:27]1[CH:28]=[CH:29][C:30]([OH:38])=[C:31]([NH:33][S:34]([CH3:37])(=[O:36])=[O:35])[CH:32]=1)[OH:26]>>[CH2:19]([O:18][C:16](=[O:17])[CH2:15][NH:14][C:12](=[O:13])[C:11]1[CH:21]=[CH:22][C:8]([N:5]2[CH2:6][CH2:7][CH:2]([NH:23][CH2:24][C@H:25]([OH:26])[C:27]3[CH:28]=[CH:29][C:30]([OH:38])=[C:31]([NH:33][S:34]([CH3:37])(=[O:36])=[O:35])[CH:32]=3)[CH2:3][CH2:4]2)=[CH:9][CH:10]=1)[CH3:20]. The reactants are N#Cc1c(F)cccc1S(=O)(=O)Cl, CCOCC, CC(C)N. The product is CC(C)NS(=O)(=O)c1cccc(F)c1C#N. As a reaction SMILES: [C:5](#[N:6])[c:7]1[c:8]([S:14](=[O:15])(=[O:16])[Cl:17])[cH:9][cH:10][cH:11][c:12]1[F:13].[CH3:18][CH2:19][O:20][CH2:21][CH3:22].[CH3:1][CH:2]([CH3:3])[NH2:4]>>[CH3:1][CH:2]([CH3:3])[NH:4][S:14]([c:8]1[c:7]([C:5]#[N:6])[c:12]([F:13])[cH:11][cH:10][cH:9]1)(=[O:15])=[O:16]. Starting materials: [Ca+2], O=C(NCC12CC3CC(CC(C3)C1)C2)c1cc(SC2CCNCC2)ccc1Cl, O=C(OO)c1cccc(Cl)c1, ClCCl, [OH-], [OH-]. Product: O=C(NCC12CC3CC(CC(C3)C1)C2)c1cc(S(=O)C2CCNCC2)ccc1Cl. RXN SMILES: [Ca+2:41].[Cl:12][c:13]1[c:14]([C:15](=[O:16])[NH:17][CH2:18][C:19]23[CH2:20][CH:21]4[CH2:22][CH:23]([CH2:24][CH:25]([CH2:26]2)[CH2:27]4)[CH2:28]3)[cH:29][c:30]([S:33][CH:34]2[CH2:35][CH2:36][NH:37][CH2:38][CH2:39]2)[cH:31][cH:32]1.[Cl:1][c:2]1[cH:3][c:4]([C:9](=[O:6])[O:10][OH:11])[cH:5][cH:7][cH:8]1.[Cl:43][CH2:44][Cl:45].[OH-:40].[OH-:42]>>[O:6]=[S:33]([c:30]1[cH:29][c:14]([C:15](=[O:16])[NH:17][CH2:18][C:19]23[CH2:20][CH:21]4[CH2:22][CH:23]([CH2:24][CH:25]([CH2:26]2)[CH2:27]4)[CH2:28]3)[c:13]([Cl:12])[cH:32][cH:31]1)[CH:34]1[CH2:35][CH2:36][NH:37][CH2:38][CH2:39]1. Starting materials: C(C)OC(=O)C1=CC=C(C=C1)B(O)O (4-(ethoxycarbonyl)phenylboronic acid), COC(=O)C1=CC=C(C=C1)B(O)O (4-(methoxycarbonyl)phenylboronic acid), C(C)(C)(C)OC(=O)N/C=1/C\C(=C/C2=C(\N1)C=C(C=C2)C2=CC=C(C(=O)OCC)C=C2)\C(N(CCC)CCCO[Si](C)(C)C(C)(C)C)=O (Ethyl 4-((1E,4E)-2-(tert-butoxycarbonylamino)-4-((3-(tert-butyldimethylsilyloxy)propyl)(propyl)carbamoyl)-3H-benzo[b]azepin-8-yl)benzoate), C(C)OC(=O)C1=CC=C(C=C1)B(O)O (4-(ethoxycarbonyl)phenylboronic acid), NC=1CC(=CC2=C(N1)C=C(C=C2)Br)C(=O)N(CCC)CCC (2-amino-8-bromo-N,N-dipropyl-3H-benzo[b]azepine-4-carboxamide), N/C=1/C\C(=C/C2=C(\N1)C=C(C=C2)Br)\C(=O)N(CCC)CCC ((1E,4E)-2-amino-8-bromo-N,N-dipropyl-3H-benzo[b]azepine-4-carboxamide), COC(=O)C1=CC=C(C=C1)B(O)O (4-(methoxycarbonyl)phenylboronic acid), C([O-])([O-])=O.[K+].[K+] (potassium carbonate). The reagents and catalysts are C=1C=CC(=CC1)[P](C=2C=CC=CC2)(C=3C=CC=CC3)[Pd]([P](C=4C=CC=CC4)(C=5C=CC=CC5)C=6C=CC=CC6)([P](C=7C=CC=CC7)(C=8C=CC=CC8)C=9C=CC=CC9)[P](C=1C=CC=CC1)(C=1C=CC=CC1)C=1C=CC=CC1 (tetrakis(triphenylphosphine)palladium(0)). Run in C(=O)(C(F)(F)F)O (TFA), CCOC(=O)C (EtOAc), ClCCl (dichloromethane), C(C)#N (acetonitrile). Conditions: temperature 100 celsius, time 1 hour. Yields the product N/C=1/C\C(=C/C2=C(\N1)C=C(C=C2)C=2C=C1COC(C1=CC2)=O)\C(=O)N(CCC)CCCO ((1E,4E)-2-Amino-N-(3-hydroxypropyl)-8-(1-oxo-1,3-dihydroisobenzofuran-5-yl)-N-propyl-3H-benzo[b]azepine-4-carboxamide), C(C)(C)(C)OC(=O)N/C=1/C\C(=C/C2=C(\N1)C=C(C=C2)C2=CC=C(C(=O)OCC)C=C2)\C(N(CCC)CCCO[Si](C)(C)C(C)(C)C)=O (Ethyl 4-((1E,4E)-2-(tert-butoxycarbonylamino)-4-((3-(tert-butyldimethylsilyloxy)propyl)(propyl)carbamoyl)-3H-benzo[b]azepin-8-yl)benzoate). The yield is 44.0%. As a reaction SMILES: C(OC(C1C=CC(B(O)O)=CC=1)=O)C.NC1CC(C(N(CCC)CCC)=O)=CC2C=CC(Br)=CC=2N=1.COC(C1C=CC(B(O)O)=CC=1)=O.C(=O)([O-])[O-].[K+].[K+].[C:56]([O:60][C:61]([NH:63][C:64]1[CH2:65][C:66]([C:86](=[O:102])[N:87]([CH2:91][CH2:92][CH2:93][O:94][Si:95]([C:98]([CH3:101])([CH3:100])[CH3:99])([CH3:97])[CH3:96])[CH2:88][CH2:89][CH3:90])=[CH:67][C:68]2[CH:74]=[CH:73][C:72]([C:75]3[CH:85]=[CH:84][C:78]([C:79]([O:81][CH2:82][CH3:83])=[O:80])=[CH:77][CH:76]=3)=[CH:71][C:69]=2[N:70]=1)=[O:62])([CH3:59])([CH3:58])[CH3:57]>C(#N)C.CCOC(C)=O.ClCCl.C(O)(C(F)(F)F)=O.C1C=CC([P]([Pd]([P](C2C=CC=CC=2)(C2C=CC=CC=2)C2C=CC=CC=2)([P](C2C=CC=CC=2)(C2C=CC=CC=2)C2C=CC=CC=2)[P](C2C=CC=CC=2)(C2C=CC=CC=2)C2C=CC=CC=2)(C2C=CC=CC=2)C2C=CC=CC=2)=CC=1>[NH2:63][C:64]1[CH2:65][C:66]([C:86]([N:87]([CH2:91][CH2:92][CH2:93][OH:94])[CH2:88][CH2:89][CH3:90])=[O:102])=[CH:67][C:68]2[CH:74]=[CH:73][C:72]([C:75]3[CH:76]=[C:77]4[C:78](=[CH:84][CH:85]=3)[C:79](=[O:80])[O:81][CH2:82]4)=[CH:71][C:69]=2[N:70]=1.[C:56]([O:60][C:61]([NH:63][C:64]1[CH2:65][C:66]([C:86](=[O:102])[N:87]([CH2:91][CH2:92][CH2:93][O:94][Si:95]([C:98]([CH3:99])([CH3:101])[CH3:100])([CH3:96])[CH3:97])[CH2:88][CH2:89][CH3:90])=[CH:67][C:68]2[CH:74]=[CH:73][C:72]([C:75]3[CH:85]=[CH:84][C:78]([C:79]([O:81][CH2:82][CH3:83])=[O:80])=[CH:77][CH:76]=3)=[CH:71][C:69]=2[N:70]=1)=[O:62])([CH3:57])([CH3:58])[CH3:59] |f:3.4.5,^1:125,127,146,165|. Procedure details: (1E,4E)-2-Amino-N-(3-hydroxypropyl)-8-(1-oxo-1,3-dihydroisobenzofuran-5-yl)-N-propyl-3H-benzo[b]azepine-4-carboxamide (33%) was prepared as follows, substituting 5-(4,4,5,5-tetramethyl-1,3,2-dioxaborolan-2-yl)isobenzofuran-1(3H)-one for 4-(ethoxycarbonyl)phenylboronic acid. Ethyl 4-((1E,4E)-2-(tert-butoxycarbonylamino)-4-((3-(tert-butyldimethylsilyloxy)propyl)(propyl)carbamoyl)-3H-benzo[b]azepin-8-yl)benzoate (44%) was prepared as follows, substituting tert-butyl (1E,4E)-8-bromo-4-((3-(tert-buty... Starting materials: [BH3-]C#N, CC(=O)O, CO, Cl, NCCc1ccc(O)c2[nH]c(=O)sc12, [Na+], O=CCN(CCCCCOCCc1ccccc1)C(=O)CCOCCc1ccccc1, O. Product: O=C(CCOCCc1ccccc1)N(CCCCCOCCc1ccccc1)CCNCCc1ccc(O)c2[nH]c(=O)sc12. Reaction SMILES: [C:51]([BH3-:52])#[N:53].[CH3:47][C:48](=[O:49])[OH:50].[CH3:55][OH:56].[ClH:32].[NH2:33][CH2:34][CH2:35][c:36]1[cH:37][cH:38][c:39]([OH:46])[c:40]2[nH:41][c:42](=[O:45])[s:43][c:44]12.[Na+:54].[O:1]=[CH:2][CH2:3][N:4]([C:5]([CH2:6][CH2:7][O:8][CH2:9][CH2:10][c:11]1[cH:12][cH:13][cH:14][cH:15][cH:16]1)=[O:17])[CH2:18][CH2:19][CH2:20][CH2:21][CH2:22][O:23][CH2:24][CH2:25][c:26]1[cH:27][cH:28][cH:29][cH:30][cH:31]1.[OH2:57]>>[CH2:2]([CH2:3][N:4]([C:5]([CH2:6][CH2:7][O:8][CH2:9][CH2:10][c:11]1[cH:12][cH:13][cH:14][cH:15][cH:16]1)=[O:17])[CH2:18][CH2:19][CH2:20][CH2:21][CH2:22][O:23][CH2:24][CH2:25][c:26]1[cH:27][cH:28][cH:29][cH:30][cH:31]1)[NH:33][CH2:34][CH2:35][c:36]1[cH:37][cH:38][c:39]([OH:46])[c:40]2[nH:41][c:42](=[O:45])[s:43][c:44]12.